Dataset: the Open Reaction Database (ORD), a public repository of structured organic reaction records. Task: describe an organic reaction: reactants, conditions, products, and yield The reactants are S1C(=NCC1)NC1CCC2=CC=CC=C12 ((4,5-Dihydro-thiazol-2-yl)-indan-1-yl-amine), N#CBr (cyanogen bromide), CsCO3. The solvent is C(C)#N (acetonitrile). Conditions: temperature 20 celsius, time 16 hour. Product: C1(CCC2=CC=CC=C12)N=C1SCCN1C#N (2-(Indan-1-ylimino)-thiazolidine-3-carbonitrile). The yield is 64.2%. Reaction SMILES: [S:1]1[CH2:5][CH2:4][N:3]=[C:2]1[NH:6][CH:7]1[C:15]2[C:10](=[CH:11][CH:12]=[CH:13][CH:14]=2)[CH2:9][CH2:8]1.[N:16]#[C:17]Br>C(#N)C>[CH:7]1([N:6]=[C:2]2[N:3]([C:17]#[N:16])[CH2:4][CH2:5][S:1]2)[C:15]2[C:10](=[CH:11][CH:12]=[CH:13][CH:14]=2)[CH2:9][CH2:8]1. Procedure details: A suspension of 0.70 g (3.2 mmol) (4,5-Dihydro-thiazol-2-yl)-indan-1-yl-amine, 0.52 g (4.8 mmol) cyanogen bromide and 1.56 g (4.8 mmol) CsCO3 in 10 ml acetonitrile—was stirred at 20° C. for 16 hours. The suspension was filtered and the solvent evaporated. The crude product was purified by flash chromatography using EtOAc/n-hexane (1:5) as eluent to yield 0.50 g of 2-(Indan-1-ylimino)-thiazolidine-3-carbonitrile (white crystals, m.p. 90-91° C.). 1H-NMR (400 MHz, CDCl3): 2.0-2.15 (1H, m); 2.40-2.5... Starting materials: ClC1=C(C2=C(CC(O2)C(=O)OCC)C=C1)Cl (ethyl 6,7-dichloro-2,3-dihydrobenzofuran-2-carboxylate), [N+](=O)([O-])C1=CC=C(C(=O)Cl)C=C1 (p-nitrobenzoyl chloride), [Cl-].[Al+3].[Cl-].[Cl-] (aluminum chloride). Yields the product ClC1=C(C2=C(CC(O2)C(=O)O)C=C1C(C1=CC=C(C=C1)[N+](=O)[O-])=O)Cl ((±) 6,7-Dichloro-2,3-dihydro-5-(p-nitrobenzoyl)-benzofuran-2-carboxylic Acid). As a reaction SMILES: [Cl:1][C:2]1[CH:15]=[CH:14][C:5]2[CH2:6][CH:7]([C:9]([O:11]CC)=[O:10])[O:8][C:4]=2[C:3]=1[Cl:16].[N+:17]([C:20]1[CH:28]=[CH:27][C:23]([C:24](Cl)=[O:25])=[CH:22][CH:21]=1)([O-:19])=[O:18].[Cl-].[Al+3].[Cl-].[Cl-]>C(Cl)Cl>[Cl:1][C:2]1[C:15]([C:24](=[O:25])[C:23]2[CH:22]=[CH:21][C:20]([N+:17]([O-:19])=[O:18])=[CH:28][CH:27]=2)=[CH:14][C:5]2[CH2:6][CH:7]([C:9]([OH:11])=[O:10])[O:8][C:4]=2[C:3]=1[Cl:16] |f:2.3.4.5|. Procedure: A solution of ethyl 6,7-dichloro-2,3-dihydrobenzofuran-2-carboxylate (10.0 g.) and p-nitrobenzoyl chloride (14.2 g.) in methylene chloride (40 ml.) was placed on a cold water bath with mechanical agitation and treated with aluminum chloride (15.3 g.) portionwise over 5 minutes. The bath was then heated at 80°-90° C. for 1 hour and removed, and the mixture diluted with 100 ml. of methylene chloride. Solvent: C(Cl)Cl (methylene chloride). The reactants are O=C(Cl)OCC(Cl)(Cl)Cl, Cn1cncc1C(N)(c1ccc(Cl)nc1)c1ccc2c(c1)c(-c1cccc(Cl)c1)cc(=O)n2CC1CC1, c1ccncc1. The product is NC(=O)OCC(Cl)(Cl)Cl. As a reaction SMILES: [Cl:38][C:39](=[O:40])[O:41][CH2:42][C:43]([Cl:44])([Cl:45])[Cl:46].[NH2:1][C:2]([c:3]1[cH:4][n:5][c:6]([Cl:7])[cH:8][cH:9]1)([c:10]1[n:11]([CH3:12])[cH:13][n:14][cH:15]1)[c:16]1[cH:17][c:18]2[c:19]([cH:20][cH:21]1)[n:22]([CH2:23][CH:24]1[CH2:25][CH2:26]1)[c:27](=[O:28])[cH:29][c:30]2-[c:31]1[cH:32][cH:33][cH:34][c:35]([Cl:36])[cH:37]1.[cH:47]1[cH:48][cH:49][n:50][cH:51][cH:52]1>>[NH2:1][C:39](=[O:40])[O:41][CH2:42][C:43]([Cl:44])([Cl:45])[Cl:46]. Starting materials: CC(C)(C)O, Cl, [K+], N#CC(=NO)c1ccccc1Oc1ccccc1, [OH-]. Yields the product NC(=O)C(=NO)c1ccccc1Oc1ccccc1. RXN SMILES: [C:22]([OH:23])([CH3:24])([CH3:25])[CH3:26].[ClH:21].[K+:2].[O:3]([c:4]1[cH:5][cH:6][cH:7][cH:8][cH:9]1)[c:10]1[c:11]([C:12](=[N:13][OH:14])[C:15]#[N:16])[cH:17][cH:18][cH:19][cH:20]1.[OH-:1]>>[O:1]=[C:15]([C:12]([c:11]1[c:10]([O:3][c:4]2[cH:5][cH:6][cH:7][cH:8][cH:9]2)[cH:20][cH:19][cH:18][cH:17]1)=[N:13][OH:14])[NH2:16]. Reactants: Cl.N12C[C@H](C(CC1)CC2)NC(=O)C=2OC1=C(C2)C=CC=C1C=1C=C(C(=O)O)C=CC1 (3-(2-{[(3S)-1-Azabicyclo[2.2.2]oct-3-ylamino]carbonyl}-1-benzofuran-7-yl)-benzoic acid hydrochloride), N1CCCCC1 (piperidine). Product: Cl.N12C[C@H](C(CC1)CC2)NC(=O)C=2OC1=C(C2)C=CC=C1C1=CC(=CC=C1)C(=O)N1CCCCC1 (N-[(3S)-1-Azabicyclo[2.2.2]oct-3-yl]-7-[3-(1-piperidinylcarbonyl)phenyl]-1-benzofuran-2-carboxamide hydrochloride). As a reaction SMILES: [ClH:1].[N:2]12[CH2:9][CH2:8][CH:5]([CH2:6][CH2:7]1)[C@H:4]([NH:10][C:11]([C:13]1[O:14][C:15]3[C:21]([C:22]4[CH:23]=[C:24]([CH:28]=[CH:29][CH:30]=4)[C:25]([OH:27])=O)=[CH:20][CH:19]=[CH:18][C:16]=3[CH:17]=1)=[O:12])[CH2:3]2.[NH:31]1[CH2:36][CH2:35][CH2:34][CH2:33][CH2:32]1>>[ClH:1].[N:2]12[CH2:9][CH2:8][CH:5]([CH2:6][CH2:7]1)[C@H:4]([NH:10][C:11]([C:13]1[O:14][C:15]3[C:21]([C:22]4[CH:30]=[CH:29][CH:28]=[C:24]([C:25]([N:31]5[CH2:36][CH2:35][CH2:34][CH2:33][CH2:32]5)=[O:27])[CH:23]=4)=[CH:20][CH:19]=[CH:18][C:16]=3[CH:17]=1)=[O:12])[CH2:3]2 |f:0.1,3.4|. Reported procedure: 50 mg (0.12 mmol) of 3-(2-{[(3S)-1-azabicyclo[2.2.2]oct-3-ylamino]carbonyl}-1-benzofuran-7-yl)benzoic acid hydrochloride (Example 153) and 20.0 mg (0.23 mmol) of piperidine are reacted together by general method E. 29.7 mg (49.9% of theory) of the title compound are obtained. Starting materials: NC1=NC=CC(=C1N)N[C@H]1[C@H]([C@@H]2C=C[C@H]1C2)C(=O)N ((1S,2S,3R,4R)-3-(2,3-Diamino-pyridin-4-ylamino)-bicyclo[2.2.1]hept-5-ene-2-carboxylic acid amide), CN1CCN(CC1)C1=CC=C(C=O)C=C1 (4-(4-methyl-piperazin-1-yl)-benzaldehyde). Product: CN1CCN(CC1)C1=CC=C(C=C1)C1=NC=2C(=NC=CC2N[C@H]2[C@H]([C@@H]3C=C[C@H]2C3)C(=O)N)N1 ((1S,2S,3R,4R)-3-{2-[4-(4-Methyl-piperazin-1-yl)-phenyl]-3H-imidazo[4,5-b]pyridin-7-ylamino}-bicyclo[2.2.1]hept-5-ene-2-carboxylic acid amide). Isolated yield 18.7%. As a reaction SMILES: [NH2:1][C:2]1[C:7]([NH2:8])=[C:6]([NH:9][C@@H:10]2[C@@H:15]3[CH2:16][C@@H:12]([CH:13]=[CH:14]3)[C@@H:11]2[C:17]([NH2:19])=[O:18])[CH:5]=[CH:4][N:3]=1.[CH3:20][N:21]1[CH2:26][CH2:25][N:24]([C:27]2[CH:34]=[CH:33][C:30]([CH:31]=O)=[CH:29][CH:28]=2)[CH2:23][CH2:22]1>>[CH3:20][N:21]1[CH2:26][CH2:25][N:24]([C:27]2[CH:34]=[CH:33][C:30]([C:31]3[NH:1][C:2]4=[N:3][CH:4]=[CH:5][C:6]([NH:9][C@@H:10]5[C@@H:15]6[CH2:16][C@@H:12]([CH:13]=[CH:14]6)[C@@H:11]5[C:17]([NH2:19])=[O:18])=[C:7]4[N:8]=3)=[CH:29][CH:28]=2)[CH2:23][CH2:22]1. Reported procedure: In a similar fashion to Compound LXXXVII, (1S,2S,3R,4R)-3-(2,3-Diamino-pyridin-4-ylamino)-bicyclo[2.2.1]hept-5-ene-2-carboxylic acid amide (50.0 mg, 0.193 mmol) and 4-(4-methyl-piperazin-1-yl)-benzaldehyde (43.3 mg, 0.212 mmol) were reacted to produce 16 mg (19%) of the title compound. mp: 220-222° C., 1H NMR (300 MHz, DMSO-d6): 12.81 (s, 1H), 7.98 (d, J=8 Hz, 2H), 7.85 (d, J=5 Hz, 1H), 7.66 (s, 1H), 7.16 (s, 1H), 7.04 (d, J=8 Hz, 2H), 6.75 (m, 1H), 6.37 (d, J=8 Hz, 1H), 6.33 (s, 2H), 3.88 (br s...